Dataset: the Open Reaction Database (ORD), a public repository of structured organic reaction records. Task: describe an organic reaction: reactants, conditions, products, and yield The reactants are C, CCOC(=O)CCCCn1c(C(=O)OCC)cc2c(Cl)cc(OCc3ccccc3)cc21, CC(=O)O, CN(C)C=O, Cl, [Pd]. Product: CCOC(=O)CCCCn1c(C(=O)OCC)cc2c(Cl)cc(O)cc21. RXN SMILES: [C:38].[CH2:1]([c:2]1[cH:3][cH:4][cH:5][cH:6][cH:7]1)[O:8][c:9]1[cH:10][c:11]([Cl:32])[c:12]2[cH:13][c:14]([C:27](=[O:28])[O:29][CH2:30][CH3:31])[n:15]([CH2:18][CH2:19][CH2:20][CH2:21][C:22](=[O:23])[O:24][CH2:25][CH3:26])[c:16]2[cH:17]1.[CH3:34][C:35](=[O:36])[OH:37].[CH3:40][N:41]([CH3:42])[CH:43]=[O:44].[ClH:33].[Pd:39]>>[OH:8][c:9]1[cH:10][c:11]([Cl:32])[c:12]2[cH:13][c:14]([C:27](=[O:28])[O:29][CH2:30][CH3:31])[n:15]([CH2:18][CH2:19][CH2:20][CH2:21][C:22](=[O:23])[O:24][CH2:25][CH3:26])[c:16]2[cH:17]1. Reactants: O.NN (Hydrazine hydrate), ClC1=CC=C(C=N1)CN1C(C=2C(C1=O)=CC=CC2)=O (N-(6-chloro-3-pyridylmethyl)phthalimide), O (water). The yield is 70.1%. Procedure details: Hydrazine hydrate (1.7 ml) was added to a refluxing solution of 6.5 g (2.4×10-2 mole) of N-(6-chloro-3-pyridylmethyl)phthalimide in 100 ml of EtOH, and the mixture was further refluxed for 1 hour. After addition of 20 ml of water, the ethanol was distilled off under reduced pressure. Concentrated hydrochloric acid (25 ml) was added to the residue and the mixture was refluxed for 1 hour. After cooling, the reaction mixture was neutralized with NaOH and the aqueous layer was saturated with NaCl an... Solvent: CCO (EtOH). As a reaction SMILES: O.NN.[Cl:4][C:5]1[N:10]=[CH:9][C:8]([CH2:11][N:12]2C(=O)C3=CC=CC=C3C2=O)=[CH:7][CH:6]=1.O>CCO>[Cl:4][C:5]1[N:10]=[CH:9][C:8]([CH2:11][NH2:12])=[CH:7][CH:6]=1 |f:0.1|. The product is ClC1=CC=C(C=N1)CN (6-Chloro-3-pyridylmethylamine). Starting materials: [Al+3], COc1cccc(C2CCC(=O)N2)c1, [H-], [H-], [H-], [H-], [Li+], C1CCOC1. Product: COc1cccc(C2CCCN2)c1. As a reaction SMILES: [Al+3:16].[CH3:1][O:2][c:3]1[cH:4][c:5]([CH:9]2[CH2:10][CH2:11][C:12](=[O:14])[NH:13]2)[cH:6][cH:7][cH:8]1.[H-:15].[H-:18].[H-:19].[H-:20].[Li+:17].[O:21]1[CH2:22][CH2:23][CH2:24][CH2:25]1>>[CH3:1][O:2][c:3]1[cH:4][c:5]([CH:9]2[CH2:10][CH2:11][CH2:12][NH:13]2)[cH:6][cH:7][cH:8]1.